This data is from the Open Reaction Database (ORD), a public repository of structured organic reaction records. The task is: describe an organic reaction: reactants, conditions, products, and yield Procedure details: 55 g of pentachlorobenzonitrile are introduced into 300 g of ethylenediamine at room temperature in such a way that the temperature does not exceed 30° C. The mixture is then stirred for a further half an hour at room temperature, after which 0.75 l of ice water is slowly added and stirring is continued for 15 minutes. The precipitate is filtered off under suction, washed with water and dried to give 55 g of product which, when recrystallized from toluene with the addition of active carbon, has ... Isolated yield 92.1%. Reactants: ClC1=C(C(=C(C(=C1C#N)Cl)Cl)Cl)Cl (pentachlorobenzonitrile), C(CN)N (ethylenediamine), ice water. Reaction SMILES: [Cl:1][C:2]1[C:7]([C:8]#[N:9])=[C:6]([Cl:10])[C:5]([Cl:11])=[C:4](Cl)[C:3]=1[Cl:13].[CH2:14]([NH2:17])[CH2:15][NH2:16]>>[NH2:16][CH2:15][CH2:14][NH:17][C:4]1[C:5]([Cl:11])=[C:6]([Cl:10])[C:7]([C:8]#[N:9])=[C:2]([Cl:1])[C:3]=1[Cl:13]. Reaction conditions: time 15 minute. Product: NCCNC1=C(C(=C(C#N)C(=C1Cl)Cl)Cl)Cl (4-(2-Aminoethylamino)-2,3,5,6-tetrachlorobenzonitrile).